This data is from the Open Reaction Database (ORD), a public repository of structured organic reaction records. The task is: describe an organic reaction: reactants, conditions, products, and yield Starting materials: C(=O)(OC(C)(C)C)NCC1=C(C=CC=C1)S(=O)(=O)CC(F)(F)F (N-Boc-2-(2,2,2-trifluoroethylsulfonyl)benzylamine), Cl (HCl). The solvent is O1CCOCC1 (dioxane), O1CCOCC1 (dioxane). Product: Cl.FC(CS(=O)(=O)C1=C(CN)C=CC=C1)(F)F (2-(2,2,2-Trifluoroethylsulfonyl)benzylamine hydrochloride). As a reaction SMILES: C([NH:8][CH2:9][C:10]1[CH:15]=[CH:14][CH:13]=[CH:12][C:11]=1[S:16]([CH2:19][C:20]([F:23])([F:22])[F:21])(=[O:18])=[O:17])(OC(C)(C)C)=O.[ClH:24]>O1CCOCC1>[ClH:24].[F:23][C:20]([F:21])([F:22])[CH2:19][S:16]([C:11]1[CH:12]=[CH:13][CH:14]=[CH:15][C:10]=1[CH2:9][NH2:8])(=[O:18])=[O:17] |f:3.4|. Procedure details: To a stirred solution of N-Boc-2-(2,2,2-trifluoroethylsulfonyl)benzylamine (480 mg) in dioxane (4.0 mL) at room temperature was added excess 4.0 M HCl in dioxane. The mixture was stirred until no starting material remained by TLC and was then concentrated in vacuo to afford the title compound as an off-white solid: Starting materials: C1(CC1)C=O (cyclopropanecarboxaldehyde). Reagents/catalysts: [Pd] (palladium on carbon). Run at temperature 60 celsius, time 16 hour. Yields the product C1(CC1)C=O (cyclopropanecarboxaldehyde), C(\C=C\C)=O (crotonaldehyde). As a reaction SMILES: [CH:1]1([CH:4]=[O:5])[CH2:3][CH2:2]1>[Pd]>[CH:1]1([CH:4]=[O:5])[CH2:3][CH2:2]1.[CH:4](=[O:5])/[CH:1]=[CH:2]/[CH3:3]. Reported procedure: To a glass liner with a magnetic stirrer were charged 0.7 g of 5% palladium on carbon catalyst and 7 g of cyclopropanecarboxaldehyde (94% assay, containing 6% crotonaldehyde). The glass liner was placed in a 250 ml autoclave and purged with nitrogen then with hydrogen. The autoclave was pressurized to 42.4 bar absolute with hydrogen and heated to 60° C. The mixture was stirred under these conditions for 16 hours. The reactor was cooled and vented with nitrogen and the catalyst was removed by fil... Reactants: C1(CC1)N1C2=C(NC(C3=C1N=CC=C3)=O)C(=CC=N2)C (11-cyclopropyl-5,11-dihydro-4-methyl-6H-dipyrido[3,2-b:2',3'-e][1,4]diazepin-6-one), ClN1C(CCC1=O)=O (N-chlorosuccinimide), C(Cl)(Cl)(Cl)Cl (carbon tetrachloride), ClN1C(CCC1=O)=O (N-chlorosuccinimide). Run at time 4 hour. The product is C1(CC1)N1C2=C(NC(C3=C1N=CC=C3)=O)C(=C(C(=N2)Cl)Cl)C (11-Cyclopropyl-2,3-dichloro-5,11-dihydro-4-methyl-6H-dipyrido[3,2-b:2',3'-e][1,4]diazepin-6-one). As a reaction SMILES: [CH:1]1([N:4]2[C:10]3[N:11]=[CH:12][CH:13]=[CH:14][C:9]=3[C:8](=[O:15])[NH:7][C:6]3[C:16](C)=[CH:17][CH:18]=[N:19][C:5]2=3)[CH2:3][CH2:2]1.[Cl:21]N1C(=O)CCC1=O.[C:29]([Cl:33])(Cl)(Cl)Cl>>[CH:1]1([N:4]2[C:10]3[N:11]=[CH:12][CH:13]=[CH:14][C:9]=3[C:8](=[O:15])[NH:7][C:6]3[C:16]([CH3:17])=[C:29]([Cl:33])[C:18]([Cl:21])=[N:19][C:5]2=3)[CH2:3][CH2:2]1. Procedure details: A mixture of 11-cyclopropyl-5,11-dihydro-4-methyl-6H-dipyrido[3,2-b:2',3'-e][1,4]diazepin-6-one (0.5 g) and N-chlorosuccinimide (0.5 g) in carbon tetrachloride (50 mL) was heated under reflux for 6 hours. An additional 0.25 g of N-chlorosuccinimide was added and heating under reflux was continued for 4 hrs more. The mixture was filtered and the solvent was evaporated. The residue was fractionated over silica gel with ethyl acetate/hexane to give the title compound which crystallized from ethyl a...